Dataset: the Open Reaction Database (ORD), a public repository of structured organic reaction records. Task: describe an organic reaction: reactants, conditions, products, and yield RXN SMILES: [C:1]([NH:9][CH:10]([C:16]1[CH:21]=[CH:20][CH:19]=[CH:18][CH:17]=1)[CH:11]([C:13]([OH:15])=[O:14])[OH:12])(=[O:8])[C:2]1[CH:7]=[CH:6][CH:5]=[CH:4][CH:3]=1.[CH2:22]([O:24][CH:25](Cl)[CH3:26])[CH3:23]>C(Cl)Cl>[C:1]([NH:9][CH:10]([C:16]1[CH:21]=[CH:20][CH:19]=[CH:18][CH:17]=1)[CH:11]([C:13]([O:15][CH:22]([O:24][CH2:25][CH3:26])[CH3:23])=[O:14])[OH:12])(=[O:8])[C:2]1[CH:3]=[CH:4][CH:5]=[CH:6][CH:7]=1. Reported procedure: reacting said N-benzoyl-3-phenyl-isoserine with 1-chloroethyl ethyl ether and tertiary amine in methylene chloride to form-N-benzoyl-O-(1-ethoxyethyl)-3-phenyl-isoserine for the C13 side chain; Reactants: C(C1=CC=CC=C1)(=O)NC(C(O)C(=O)O)C1=CC=CC=C1 (N-benzoyl-3-phenyl-isoserine), C(C)OC(C)Cl (1-chloroethyl ethyl ether), tertiary amine. The product is C(C1=CC=CC=C1)(=O)NC(C(O)C(=O)OC(C)OCC)C1=CC=CC=C1 (N-benzoyl-O-(1-ethoxyethyl)-3-phenyl-isoserine). Run in C(Cl)Cl (methylene chloride). The reactants are Cc1ccc(CN)cc1, O=C1C2=C(CCCC2)C(=O)N1c1cc(OC2CCCC2)c(Cl)cc1F, c1ccccc1. Reaction SMILES: [CH3:26][c:27]1[cH:28][cH:29][c:30]([CH2:31][NH2:32])[cH:33][cH:34]1.[F:1][c:2]1[c:3]([N:15]2[C:16](=[O:25])[C:17]3=[C:18]([C:19]2=[O:20])[CH2:21][CH2:22][CH2:23][CH2:24]3)[cH:4][c:5]([O:9][CH:10]2[CH2:11][CH2:12][CH2:13][CH2:14]2)[c:6]([Cl:8])[cH:7]1.[cH:35]1[cH:36][cH:37][cH:38][cH:39][cH:40]1>>[F:1][c:2]1[c:3]([NH:15][C:16]([C:17]2=[C:18]([C:19](=[O:20])[NH:32][CH2:31][c:30]3[cH:29][cH:28][c:27]([CH3:26])[cH:34][cH:33]3)[CH2:21][CH2:22][CH2:23][CH2:24]2)=[O:25])[cH:4][c:5]([O:9][CH:10]2[CH2:11][CH2:12][CH2:13][CH2:14]2)[c:6]([Cl:8])[cH:7]1. The product is Cc1ccc(CNC(=O)C2=C(C(=O)Nc3cc(OC4CCCC4)c(Cl)cc3F)CCCC2)cc1. Run in C(C)O (ethanol). Product: C(C)OCC1=CC(=CC=C1)[N+](=O)[O-] (1-(ethoxymethyl)-3-nitrobenzene). Reported procedure: A 300-milliliter flask equipped with a reflux condenser and a magnetic stirring bar was charged with 17.1 grams (0.1 mole) of 3-nitrobenzyl chloride in 150 milliliters of ethanol. To this stirred solution was added 6.8 grams (0.1 mole) of sodium ethoxide. The reaction mixture was heated to reflux and maintained at reflux for 21 hours. The reaction mixture was then cooled and concentrated on a rotary evaporator at 55° C. The residue was suspended in 250 milliliters of methylene chloride and trans... RXN SMILES: [N+:1]([C:4]1[CH:5]=[C:6]([CH:9]=[CH:10][CH:11]=1)[CH2:7]Cl)([O-:3])=[O:2].[O-:12][CH2:13][CH3:14].[Na+]>C(O)C>[CH2:13]([O:12][CH2:7][C:6]1[CH:9]=[CH:10][CH:11]=[C:4]([N+:1]([O-:3])=[O:2])[CH:5]=1)[CH3:14] |f:1.2|. Starting materials: [N+](=O)([O-])C=1C=C(CCl)C=CC1 (3-nitrobenzyl chloride), [O-]CC.[Na+] (sodium ethoxide). The reactants are [Al+3], COC(=O)C1Cc2ccccc2N1C, [H-], [H-], [H-], [H-], [Li+], C1CCOC1. The product is CN1c2ccccc2CC1CO. Reaction SMILES: [Al+3:16].[CH3:1][N:2]1[CH:3]([C:11](=[O:12])[O:13][CH3:14])[CH2:4][c:5]2[cH:6][cH:7][cH:8][cH:9][c:10]21.[H-:15].[H-:18].[H-:19].[H-:20].[Li+:17].[O:21]1[CH2:22][CH2:23][CH2:24][CH2:25]1>>[CH3:1][N:2]1[CH:3]([CH2:11][OH:12])[CH2:4][c:5]2[cH:6][cH:7][cH:8][cH:9][c:10]21. The reactants are C(C)OC(C#CC1(CCN(CC1)C(=O)OC(C)(C)C)O)=O (1,1-Dimethylethyl 4-(3-ethoxy-3-oxo-1-propynyl)-4-hydroxy-1-piperidinecarboxylate). The reagents and catalysts are [Pd] (Palladium on carbon). Run in O (water), C(C)O (ethanol). Reaction conditions: time 90 minute. Yields the product C(C)OC(CCC1(CCN(CC1)C(=O)OC(C)(C)C)O)=O (1,1-Dimethylethyl 4-(3-ethoxy-3-oxoprop-1-yl)-4-hydroxy-1-piperidinecarboxylate). RXN SMILES: [CH2:1]([O:3][C:4](=[O:21])[C:5]#[C:6][C:7]1([OH:20])[CH2:12][CH2:11][N:10]([C:13]([O:15][C:16]([CH3:19])([CH3:18])[CH3:17])=[O:14])[CH2:9][CH2:8]1)[CH3:2]>[Pd].O.C(O)C>[CH2:1]([O:3][C:4](=[O:21])[CH2:5][CH2:6][C:7]1([OH:20])[CH2:8][CH2:9][N:10]([C:13]([O:15][C:16]([CH3:18])([CH3:17])[CH3:19])=[O:14])[CH2:11][CH2:12]1)[CH3:2]. Reported procedure: Palladium on carbon (5%, 1 g) in water (10 ml) was added to a solution of 1,1-dimethylethyl 4-(3-ethoxy-3-oxo-1-propynyl)-4-hydroxy-1-piperidinecarboxylate (from step (i) above; 14.6 g, 0.046 mol) in ethanol (200 ml) and the mixture was shaken under hydrogen (45 psi) for 90 minutes. The mixture was filtered through a glass fibre pad and the solvent was evaporated under reduced pressure to give the title compound. The reactants are CNCc1ccc(OC)c(OC)c1, O=C(Cl)OC(Cl)(Cl)Cl, c1ccncc1. Product: COc1ccc(CN(C)C(=O)Cl)cc1OC. As a reaction SMILES: [CH3:1][O:2][c:3]1[cH:4][c:5]([CH2:6][NH:7][CH3:8])[cH:9][cH:10][c:11]1[O:12][CH3:13].[Cl:14][C:15]([O:17][C:18]([Cl:16])([Cl:19])[Cl:21])=[O:20].[cH:22]1[cH:23][cH:24][n:25][cH:26][cH:27]1>>[CH3:1][O:2][c:3]1[cH:4][c:5]([CH2:6][N:7]([CH3:8])[C:18](=[O:17])[Cl:21])[cH:9][cH:10][c:11]1[O:12][CH3:13]. Starting materials: CN1C(NC(C1(C)C)=O)=O (1,5,5-Trimethylimidazolidine-2,4-dione), N(=C=O)CCCCCC (1-isocyanatohexane). Yields the product CN1C(NC(C1(C)C)=O)=O.C(CCCCC)C(=O)N (3,4,4-Trimethyl-2,5-dioxoimidazolidine 1-hexylcarboxamide). RXN SMILES: [CH3:1][N:2]1[C:6]([CH3:8])([CH3:7])[C:5](=[O:9])[NH:4][C:3]1=[O:10].N([CH2:14][CH2:15][CH2:16][CH2:17]CC)=C=O>>[CH3:1][N:2]1[C:6]([CH3:8])([CH3:7])[C:5](=[O:9])[NH:4][C:3]1=[O:10].[CH2:6]([C:5]([NH2:4])=[O:9])[CH2:7][CH2:14][CH2:15][CH2:16][CH3:17] |f:2.3|. Reported procedure: 1,5,5-Trimethylimidazolidine-2,4-dione (100 mg, 0.70 mmol) and 1-isocyanatohexane (107.4 mg, 0.84 mmol) were reacted in analogy to example 1. Yield: 31.5 mg (17%), M+H+: 270.17. The reactants are C(#N)[C@H]1N(CCC1)C(=O)[C@H]1N([C@H]2[C@@H](C[C@@H]1C2)O)C(=O)OC(C)(C)C (tert-Butyl (1R,3S,4S,6R)-3-{[(2S)-2-cyano-1-pyrrolidinyl]carbonyl}-6-hydroxy-2-azabicyclo[2.2.1]heptane-2-carboxylate), [N+](=[N-])=CC(=O)OC(C)(C)C (tert-butyl diazoacetate). The reagents and catalysts are CC(=O)[O-].CC(=O)[O-].CC(=O)[O-].CC(=O)[O-].[Rh+2].[Rh+2] (rhodium acetate dimer). Solvent: ClCCl (dichloromethane). Run at time 4 hour. Yields the product C(C)(C)(C)OC(CO[C@@H]1C[C@H]2[C@H](N([C@@H]1C2)C(=O)OC(C)(C)C)C(=O)N2[C@@H](CCC2)C#N)=O (tert-Butyl (1R,3S,4S,6R)-6-(2-tert-butoxy-2-oxoethoxy)-3-{[(2S)-2-cyano-1-pyrrolidinyl]carbonyl}-2-azabicyclo[2.2.1]heptane-2-carboxylate). As a reaction SMILES: [C:1]([C@@H:3]1[CH2:7][CH2:6][CH2:5][N:4]1[C:8]([C@@H:10]1[C@H:15]2[CH2:16][C@H:12]([C@H:13]([OH:17])[CH2:14]2)[N:11]1[C:18]([O:20][C:21]([CH3:24])([CH3:23])[CH3:22])=[O:19])=[O:9])#[N:2].[N+](=[CH:27][C:28]([O:30][C:31]([CH3:34])([CH3:33])[CH3:32])=[O:29])=[N-]>ClCCl.CC([O-])=O.CC([O-])=O.CC([O-])=O.CC([O-])=O.[Rh+2].[Rh+2]>[C:31]([O:30][C:28](=[O:29])[CH2:27][O:17][C@H:13]1[C@H:12]2[CH2:16][C@H:15]([C@@H:10]([C:8]([N:4]3[CH2:5][CH2:6][CH2:7][C@H:3]3[C:1]#[N:2])=[O:9])[N:11]2[C:18]([O:20][C:21]([CH3:24])([CH3:23])[CH3:22])=[O:19])[CH2:14]1)([CH3:34])([CH3:33])[CH3:32] |f:3.4.5.6.7.8|. Procedure: To a solution of tert-butyl (1R,3S,4S,6R)-3-{[(2S)-2-cyano-1-pyrrolidinyl]carbonyl}-6-hydroxy-2-azabicyclo[2.2.1]heptane-2-carboxylate obtained in Example 5-7 (322 mg) in dichloromethane (6 mL), were added rhodium acetate dimer (4.24 mg) and tert-butyl diazoacetate (0.27 mL). The mixture was stirred at room temperature for 4 hrs. The resulting mixture was evaporated in vacuo and the residue was chromatographed on silica gel eluting with ethyl acetate to give the target compound (236 mg). Reactants: ClC1=C(C=CC(=C1)Cl)C1=NC(=NC=C1N1C=NC=C1)CCN (4-(2,4-dichlorophenyl)-5-imidazol-1-ylpyrimidin-2-ylethylamine), ClC1=CC=C(C(=N1)OC)C#N (6-chloro-2-methoxypyridine-3-carbonitrile), ClC1=C(C=CC(=C1)Cl)C1=NC(=NC=C1C=1NC=CN1)NCCNC1=NC(=C(C=C1)[N+](=O)[O-])OC ([4-(2,4-dichlorophenyl)-5-imidazol-2-ylpyrimidin-2-yl]{2-[(6-methoxy-5-nitro(2-pyridyl))amino]ethyl}amine). Product: ClC1=C(C=CC(=C1)Cl)C1=NC(=NC=C1C=1NC=CN1)NCCNC1=CC=C(C(=N1)OC)C#N (6-[(2-{[4-(2,4-dichlorophenyl)-5-imidazolylpyrimidin-2-yl]amino}ethyl)amino]-2-methoxypyridine-3-carbonitrile). As a reaction SMILES: ClC1C=C(Cl)C=CC=1C1C(N2C=CN=C2)=CN=C(CCN)N=1.Cl[C:24]1[N:29]=[C:28]([O:30][CH3:31])[C:27]([C:32]#[N:33])=[CH:26][CH:25]=1.[Cl:34][C:35]1[CH:40]=[C:39]([Cl:41])[CH:38]=[CH:37][C:36]=1[C:42]1[C:47]([C:48]2[NH:49][CH:50]=[CH:51][N:52]=2)=[CH:46][N:45]=[C:44]([NH:53][CH2:54][CH2:55][NH:56]C2C=CC([N+]([O-])=O)=C(OC)N=2)[N:43]=1>>[Cl:34][C:35]1[CH:40]=[C:39]([Cl:41])[CH:38]=[CH:37][C:36]=1[C:42]1[C:47]([C:48]2[NH:52][CH:51]=[CH:50][N:49]=2)=[CH:46][N:45]=[C:44]([NH:53][CH2:54][CH2:55][NH:56][C:24]2[N:29]=[C:28]([O:30][CH3:31])[C:27]([C:32]#[N:33])=[CH:26][CH:25]=2)[N:43]=1. Procedure details: 6-[(2-{[4-(2,4-dichlorophenyl)-5-imidazolylpyrimidin-2-yl]amino}ethyl)amino]-2-methoxypyridine-3-carbonitrile was prepared from [4-(2,4-dichlorophenyl)-5-imidazol-1-ylpyrimidin-2-ylethylamine and 6-chloro-2-methoxypyridine-3-carbonitrile in accordance with the procedure described above for the preparation of [4-(2,4-dichlorophenyl)-5-imidazol-2-ylpyrimidin-2-yl]{2-[(6-methoxy-5-nitro(2-pyridyl))amino]ethyl}amine. Product: NC(CNC(OCC1=CC=CC=C1)=O)COC(C)C (rac-Benzyl (2-amino-3-isopropoxypropyl)carbamate). The solvent is C(C)O (ethanol). Reaction SMILES: O=C1C2C(=CC=CC=2)C(=O)[N:3]1[CH:12]([CH2:25][O:26][CH:27]([CH3:29])[CH3:28])[CH2:13][NH:14][C:15](=[O:24])[O:16][CH2:17][C:18]1[CH:23]=[CH:22][CH:21]=[CH:20][CH:19]=1.CN>C(O)C>[NH2:3][CH:12]([CH2:25][O:26][CH:27]([CH3:29])[CH3:28])[CH2:13][NH:14][C:15](=[O:24])[O:16][CH2:17][C:18]1[CH:23]=[CH:22][CH:21]=[CH:20][CH:19]=1. Procedure details: 2.3 g of rac-benzyl [2-(1,3-dioxo-1,3-dihydro-2H-isoindol-2-yl)-3-isopropoxypropyl]carbamate (5.6 mmol, 1 equivalent) were dissolved in 30 ml of ethanol, 7.3 ml of 40% strength aqueous methylamine solution (84.4 mmol, 15 equivalent) were added and the mixture was stirred at 60° C. overnight. The reaction mixture was concentrated and the residue was then chromatographed on silica gel (Biotage Isolera; mobile phase: dichloromethane/methanol gradient). This gave 730 mg (49% of theory) of the title ... Reaction conditions: temperature 60 celsius, time 8 hour. The reactants are O=C1N(C(C2=CC=CC=C12)=O)C(CNC(OCC1=CC=CC=C1)=O)COC(C)C (rac-benzyl [2-(1,3-dioxo-1,3-dihydro-2H-isoindol-2-yl)-3-isopropoxypropyl]carbamate), CN (methylamine).